From a dataset of the Open Reaction Database (ORD), a public repository of structured organic reaction records. describe an organic reaction: reactants, conditions, products, and yield The reactants are COc1ncc(CBr)cc1Br, CCO, ClCCl, [Na+], N#C[Na], O=C([O-])O, O. The product is COc1ncc(CC#N)cc1Br. Reaction SMILES: [Br:1][c:2]1[c:3]([O:10][CH3:11])[n:4][cH:5][c:6]([CH2:8][Br:9])[cH:7]1.[CH3:23][CH2:24][OH:25].[Cl:15][CH2:16][Cl:17].[Na+:22].[Na:12][C:13]#[N:14].[O-:18][C:19]([OH:20])=[O:21].[OH2:26]>>[Br:1][c:2]1[c:3]([O:10][CH3:11])[n:4][cH:5][c:6]([CH2:8][C:13]#[N:14])[cH:7]1. Reactants: O[Li].O (LiOH.H2O), C(C)(C)(C)OC(=O)N1[C@H]2C[C@]2(C[C@H]1C(NCC1=C(C(=CC=C1)Cl)F)=O)CO ((1S,3S,5R)-3-(3-chloro-2-fluoro-benzylcarbamoyl)-5-hydroxymethyl-2-aza-bicyclo[3.1.0]hexane-2-carboxylic acid tert-butyl ester), C(C)OC(=O)[C@H]1N([C@H]2C[C@]2(C1)COC)C(=O)OC(C)(C)C ((1S,3S,5R)-5-methoxymethyl-2-aza-bicyclo[3.1.0]hexane-2,3-dicarboxylic acid 2-tert-butyl ester 3-ethyl ester), [OH-].[Na+] (NaOH). Yields the product C(C)(C)(C)OC(=O)N1[C@H]2C[C@]2(C[C@H]1C(NCC1=C(C(=CC=C1)Cl)F)=O)COC ((1S,3S,5R)-3-(3-chloro-2-fluoro-benzylcarbamoyl)-5-methoxymethyl-2-aza-bicyclo[3.1.0]hexane-2-carboxylic acid tert-butyl ester). RXN SMILES: [C:1]([O:5][C:6]([N:8]1[C@H:13]([C:14](=[O:25])[NH:15][CH2:16][C:17]2[CH:22]=[CH:21][CH:20]=[C:19]([Cl:23])[C:18]=2[F:24])[CH2:12][C@@:11]2([CH2:26][OH:27])[C@@H:9]1[CH2:10]2)=[O:7])([CH3:4])([CH3:3])[CH3:2].[CH2:28](OC([C@@H]1C[C@@]2(COC)[C@H](C2)N1C(OC(C)(C)C)=O)=O)C.[OH-].[Na+].O[Li].O>>[C:1]([O:5][C:6]([N:8]1[C@H:13]([C:14](=[O:25])[NH:15][CH2:16][C:17]2[CH:22]=[CH:21][CH:20]=[C:19]([Cl:23])[C:18]=2[F:24])[CH2:12][C@@:11]2([CH2:26][O:27][CH3:28])[C@@H:9]1[CH2:10]2)=[O:7])([CH3:4])([CH3:3])[CH3:2] |f:2.3,4.5|. Procedure details: were obtained using the same protocols as described in Scheme B28 steps D and E for the preparation of (1R,3S,5S) and (1S,3S,5R)-3-(3-chloro-2-fluoro-benzylcarbamoyl)-5-hydroxymethyl-2-aza-bicyclo[3.1.0]hexane-2-carboxylic acid tert-butyl ester starting from (1R,3S,5S) and (1S,3S,5R)-5-methoxymethyl-2-aza-bicyclo[3.1.0]hexane-2,3-dicarboxylic acid 2-tert-butyl ester 3-ethyl ester. NaOH was replaced by LiOH.H2O in step D. The diastereoisomers were separated by flash column chromatography on silic... RXN SMILES: [Br:31][CH2:32][CH2:33][O:34][CH2:35][c:36]1[cH:37][cH:38][cH:39][cH:40][cH:41]1.[C:23](=[O:24])([O-:25])[O-:26].[CH3:1][O:2][C:3](=[O:4])[c:5]1[c:6](=[O:22])[nH:7][c:8](-[c:12]2[cH:13][c:14]([C:18]([F:19])([F:20])[F:21])[cH:15][cH:16][cH:17]2)[cH:9][c:10]1[CH3:11].[CH3:42][S:43]([CH3:44])=[O:45].[Cs+:27].[Cs+:28].[I-:30].[K+:29]>>[CH3:1][O:2][C:3](=[O:4])[c:5]1[c:6]([O:22][CH2:32][CH2:33][O:34][CH2:35][c:36]2[cH:37][cH:38][cH:39][cH:40][cH:41]2)[n:7][c:8](-[c:12]2[cH:13][c:14]([C:18]([F:19])([F:20])[F:21])[cH:15][cH:16][cH:17]2)[cH:9][c:10]1[CH3:11]. Reactants: BrCCOCc1ccccc1, O=C([O-])[O-], COC(=O)c1c(C)cc(-c2cccc(C(F)(F)F)c2)[nH]c1=O, CS(C)=O, [Cs+], [Cs+], [I-], [K+]. Product: COC(=O)c1c(C)cc(-c2cccc(C(F)(F)F)c2)nc1OCCOCc1ccccc1. Reactants: C(C)(=O)C=1C=C(C(=NC1C)OC)NC(OC1=CC=CC=C1)=O (Phenyl N-(5-acetyl-2-methoxy-6-methylpyridin-3-yl)carbamate), COC1=C(C=CC=C1)N1CCNCC1 (1-(2-methoxyphenyl)piperazine). Product: C(C)(=O)C=1C=C(C(=NC1C)OC)NC(=O)N1CCN(CC1)C1=C(C=CC=C1)OC (1-[(5-Acetyl-2-methoxy-6-methylpyridin-3-yl)aminocarbonyl]-4-(2-methoxyphenyl)piperazine). The yield is 79.0%. RXN SMILES: [C:1]([C:4]1[CH:5]=[C:6]([NH:13][C:14](=[O:22])OC2C=CC=CC=2)[C:7]([O:11][CH3:12])=[N:8][C:9]=1[CH3:10])(=[O:3])[CH3:2].[CH3:23][O:24][C:25]1[CH:30]=[CH:29][CH:28]=[CH:27][C:26]=1[N:31]1[CH2:36][CH2:35][NH:34][CH2:33][CH2:32]1>>[C:1]([C:4]1[CH:5]=[C:6]([NH:13][C:14]([N:34]2[CH2:33][CH2:32][N:31]([C:26]3[CH:27]=[CH:28][CH:29]=[CH:30][C:25]=3[O:24][CH3:23])[CH2:36][CH2:35]2)=[O:22])[C:7]([O:11][CH3:12])=[N:8][C:9]=1[CH3:10])(=[O:3])[CH3:2]. Procedure details: Phenyl N-(5-acetyl-2-methoxy-6-methylpyridin-3-yl)carbamate and 1-(2-methoxyphenyl)piperazine were reacted by the same way with the example 46 to obtain the titled compound. The reactants are N (ammonia), C1(=CC=CC=C1)C=1N=C(C2=CC=CC=C2C1)CCC(=O)O (3-Phenyl-1-isoquinolinepropanoic acid), S(O)(O)(=O)=O (sulphuric acid), C(C)O (ethanol), O (water). Yields the product C1(=CC=CC=C1)C=1N=C(C2=CC=CC=C2C1)CCC(=O)OCC (Ethyl 3-phenyl-1-isoquinolinepropionate). RXN SMILES: [C:1]1([C:7]2[N:8]=[C:9]([CH2:17][CH2:18][C:19]([OH:21])=[O:20])[C:10]3[C:15]([CH:16]=2)=[CH:14][CH:13]=[CH:12][CH:11]=3)[CH:6]=[CH:5][CH:4]=[CH:3][CH:2]=1.S(=O)(=O)(O)O.O.N.[CH2:29](O)[CH3:30]>>[C:1]1([C:7]2[N:8]=[C:9]([CH2:17][CH2:18][C:19]([O:21][CH2:29][CH3:30])=[O:20])[C:10]3[C:15]([CH:16]=2)=[CH:14][CH:13]=[CH:12][CH:11]=3)[CH:2]=[CH:3][CH:4]=[CH:5][CH:6]=1. Procedure details: 3-Phenyl-1-isoquinolinepropanoic acid (6.7 g) and concentrated sulphuric acid (7 cc) in ethanol (0 cc) are stirred for 20 hours at 20° C. The solution is poured into water (400 cc) and the aqueous phase alkalinised with concentrated ammonia solution. The mixture is extracted with methylene chloride (3×100 cc), and the organic phase dried and evaporated to dryness under reduced pressure. Ethyl 3-phenyl-1-isoquinolinepropionate (6.3 g), m.p. 60° C., is obtained. Starting materials: O1CCOC12CCNCC2 (1,4-dioxa-8-aza-spiro[4.5]decane), FC=1C=CC(=C(C1)N)[N+](=O)[O-] (5-fluoro-2-nitrophenylamine). The product is O1CCOC12CCN(CC2)C=2C=CC(=C(C2)N)[N+](=O)[O-] (5-(1,4-Dioxa-8-aza-spiro[4.5]dec-8-yl)-2-nitro-phenylamine). Reaction SMILES: [O:1]1[C:5]2([CH2:10][CH2:9][NH:8][CH2:7][CH2:6]2)[O:4][CH2:3][CH2:2]1.F[C:12]1[CH:13]=[CH:14][C:15]([N+:19]([O-:21])=[O:20])=[C:16]([NH2:18])[CH:17]=1>>[O:1]1[C:5]2([CH2:10][CH2:9][N:8]([C:12]3[CH:13]=[CH:14][C:15]([N+:19]([O-:21])=[O:20])=[C:16]([NH2:18])[CH:17]=3)[CH2:7][CH2:6]2)[O:4][CH2:3][CH2:2]1. Procedure: The title compound was synthesized as described in Method 10, Step 2 from 1,4-dioxa-8-aza-spiro[4.5]decane and 5-fluoro-2-nitrophenylamine. LC/MS (m/z) 280.3 (MH+), Rt 2.41 minutes. Starting materials: CCn1cc(-c2ccnc3[nH]ccc23)c(-c2ccc([N+](=O)[O-])cc2)n1, CC(=O)O, [Zn]. The product is CCn1cc(-c2ccnc3[nH]ccc23)c(-c2ccc(N)cc2)n1. RXN SMILES: [CH2:1]([CH3:2])[n:3]1[n:4][c:5](-[c:17]2[cH:18][cH:19][c:20]([N+:23]([O-:24])=[O:25])[cH:21][cH:22]2)[c:6](-[c:8]2[c:9]3[c:10]([n:11][cH:12][cH:13]2)[nH:14][cH:15][cH:16]3)[cH:7]1.[CH3:26][C:27](=[O:28])[OH:29].[Zn:30]>>[CH2:1]([CH3:2])[n:3]1[n:4][c:5](-[c:17]2[cH:18][cH:19][c:20]([NH2:23])[cH:21][cH:22]2)[c:6](-[c:8]2[c:9]3[c:10]([n:11][cH:12][cH:13]2)[nH:14][cH:15][cH:16]3)[cH:7]1. Starting materials: II (Iodine), FC=1C=C2C=CN(C2=C(C1)F)[Si](C(C)C)(C(C)C)C(C)C (5,7-difluoro-1-(triisopropylsilyl)-1H-indole), CN(CCN(CCN(C)C)C)C (pentamethyldiethylene-triamine), C(C)(CC)[Li] (sec-butyl lithium). The solvent is C1CCOC1 (THF), C1CCOC1 (THF). Conditions: temperature -70 celsius, time 3 hour. The product is FC=1C=C2C=CN(C2=C(C1I)F)[Si](C(C)C)(C(C)C)C(C)C (5,7-Difluoro-6-iodo-1-(triisopropylsilyl)-1H-indole). As a reaction SMILES: [F:1][C:2]1[CH:3]=[C:4]2[C:8](=[C:9]([F:11])[CH:10]=1)[N:7]([Si:12]([CH:19]([CH3:21])[CH3:20])([CH:16]([CH3:18])[CH3:17])[CH:13]([CH3:15])[CH3:14])[CH:6]=[CH:5]2.CN(C)CCN(C)CCN(C)C.C([Li])(CC)C.[I:39]I>C1COCC1>[F:1][C:2]1[CH:3]=[C:4]2[C:8](=[C:9]([F:11])[C:10]=1[I:39])[N:7]([Si:12]([CH:16]([CH3:18])[CH3:17])([CH:19]([CH3:21])[CH3:20])[CH:13]([CH3:14])[CH3:15])[CH:6]=[CH:5]2. Procedure details: 5,7-difluoro-1-(triisopropylsilyl)-1H-indole (1.4 g, 4.5 mmol) and pentamethyldiethylene-triamine (830 mg, 4.8 mmol) were combined in 10 mL dry THF, cooled to −70° C. and treated in portions with sec-butyl lithium (3.4 mL, 1.4 M, 4.8 mmol) and stirred for 3 h at this temperature. Iodine (1.3 g, 5.0 mmol) in 5 mL THF was added, the mixture was stirred for 50 min, quenched by addition of 3 mL sat. NH4Cl and partitioned between diethyl ether and water. The organic phase was washed with sat. NaCl, d... Yields the product N1[C@H](C(=O)N[C@H](CC2=CNC3=CC=CC=C23)C(=O)NCC(=O)N[C@H](CC2=CNC3=CC=CC=C23)C(=O)N[C@@H](CC(C)C)C(=O)N[C@@H](CCSC)C(=O)N)CCCC1 (HPro-DTrp-Gly-DTrp-Leu-MetNH2). The reactants are N1([C@H](C(=O)N[C@H](CC2=CNC3=CC=CC=C23)C(=O)NCC(=O)N[C@H](CC2=CNC3=CC=CC=C23)C(=O)N[C@@H](CC(C)C)C(=O)N[C@@H](CCSC)C(=O)N)CCC1)C(=O)OC(C)(C)C (BocPro-DTrp-Gly-DTrp-Leu-MetNH2), FC(C(=O)O)(F)F (trifluoroacetic acid). The solvent is C(C)(S)S (ethanedithiol), C(C)SC (methyl ethyl sulfide). RXN SMILES: [N:1]1([C:57](OC(C)(C)C)=O)[CH2:56][CH2:55][CH2:54][C@H:2]1[C:3]([NH:5][C@@H:6]([C:17]([NH:19][CH2:20][C:21]([NH:23][C@@H:24]([C:35]([NH:37][C@H:38]([C:43]([NH:45][C@H:46]([C:51]([NH2:53])=[O:52])[CH2:47][CH2:48][S:49][CH3:50])=[O:44])[CH2:39][CH:40]([CH3:42])[CH3:41])=[O:36])[CH2:25][C:26]1[C:34]2[C:29](=[CH:30][CH:31]=[CH:32][CH:33]=2)[NH:28][CH:27]=1)=[O:22])=[O:18])[CH2:7][C:8]1[C:16]2[C:11](=[CH:12][CH:13]=[CH:14][CH:15]=2)[NH:10][CH:9]=1)=[O:4].FC(F)(F)C(O)=O>C(SC)C.C(S)(S)C>[NH:1]1[CH2:57][CH2:56][CH2:55][CH2:54][C@H:2]1[C:3]([NH:5][C@@H:6]([C:17]([NH:19][CH2:20][C:21]([NH:23][C@@H:24]([C:35]([NH:37][C@H:38]([C:43]([NH:45][C@H:46]([C:51]([NH2:53])=[O:52])[CH2:47][CH2:48][S:49][CH3:50])=[O:44])[CH2:39][CH:40]([CH3:42])[CH3:41])=[O:36])[CH2:25][C:26]1[C:34]2[C:29](=[CH:30][CH:31]=[CH:32][CH:33]=2)[NH:28][CH:27]=1)=[O:22])=[O:18])[CH2:7][C:8]1[C:16]2[C:11](=[CH:12][CH:13]=[CH:14][CH:15]=2)[NH:10][CH:9]=1)=[O:4]. Reported procedure: Condensation of BocPro-DTrp-GlyOH (1.00 g.) and HDTrp-Leu-MetNH2 trifluoroacetate salt (1.10 g.) using dicyclohexylcarbodiimide and N-hydroxysuccinimide gave BocPro-DTrp-Gly-DTrp-Leu-MetNH2 in 36% yield. De-t-butoxycarbonylation of BocPro-DTrp-Gly-DTrp-Leu-MetNH2 (0.68 g.) using trifluoroacetic acid in methyl ethyl sulfide and ethanedithiol gave HPro-DTrp-Gly-DTrp-Leu-MetNH2, which was isolated as the amorphous white solid phosphate (2:3) salt in 59% yield. Reactants: C1=C(C=CC2=CC=CC=C12)C(=O)Cl (naphthalene-2-carbonyl chloride), COC(CN)OC (2,2-dimethoxy-ethylamine), ice water. Solvent: O1CCOCC1 (dioxane). Conditions: time 8 hour. The product is OCCNC(=O)C1=CC2=CC=CC=C2C=C1 (naphthalene-2-carboxylic acid (2-hydroxy-ethyl)-amide). RXN SMILES: CO[CH:3]([O:6]C)[CH2:4][NH2:5].[CH:8]1[C:17]2[C:12](=[CH:13][CH:14]=[CH:15][CH:16]=2)[CH:11]=[CH:10][C:9]=1[C:18](Cl)=[O:19]>O1CCOCC1>[OH:6][CH2:3][CH2:4][NH:5][C:18]([C:9]1[CH:10]=[CH:11][C:12]2[C:17](=[CH:16][CH:15]=[CH:14][CH:13]=2)[CH:8]=1)=[O:19]. Reported procedure: To a mixture of 3.15 g (30 mmol) 2,2-dimethoxy-ethylamine and 40 mL dioxane is added 1.91 g (10 mmol) naphthalene-2-carbonyl chloride. After stirring overnight the solution is pored into 200 mL of ice water. Filtration yields the product in almost quantitative yield as a white solid.